Task: describe an organic reaction: reactants, conditions, products, and yield. Dataset: the Open Reaction Database (ORD), a public repository of structured organic reaction records Starting materials: C[C@H](CCC(=O)O)[C@H]1CC[C@@H]2[C@@]1([C@H](C[C@H]3[C@H]2CC[C@H]4[C@@]3(CC[C@H](C4)O)C)O)C (deoxycholic acid), C([O-])([O-])=O.[K+].[K+] (potassium carbonate), CI (methyl iodide). The solvent is C(C)(=O)OCC (ethyl acetate), CN(C=O)C (dimethylformamide). Run at time 4 hour. The product is C[C@H](CCC(=O)OC)[C@H]1CC[C@@H]2[C@@]1([C@H](C[C@H]3[C@H]2CC[C@H]4[C@@]3(CC[C@H](C4)O)C)O)C (methyl deoxycholate). As a reaction SMILES: [CH3:1][C@@H:2]([C@@H:8]1[C@@:12]2([CH3:28])[C@@H:13]([OH:27])[CH2:14][C@@H:15]3[C@@:20]4([CH3:26])[CH2:21][CH2:22][C@@H:23]([OH:25])[CH2:24][C@H:19]4[CH2:18][CH2:17][C@H:16]3[C@@H:11]2[CH2:10][CH2:9]1)[CH2:3][CH2:4][C:5]([OH:7])=[O:6].[C:29](=O)([O-])[O-].[K+].[K+].CI>CN(C)C=O.C(OCC)(=O)C>[CH3:1][C@@H:2]([C@@H:8]1[C@@:12]2([CH3:28])[C@@H:13]([OH:27])[CH2:14][C@@H:15]3[C@@:20]4([CH3:26])[CH2:21][CH2:22][C@@H:23]([OH:25])[CH2:24][C@H:19]4[CH2:18][CH2:17][C@H:16]3[C@@H:11]2[CH2:10][CH2:9]1)[CH2:3][CH2:4][C:5]([O:7][CH3:29])=[O:6] |f:1.2.3|. Procedure: To a mixture of deoxycholic acid (25.0 g) and anhydrous potassium carbonate (8.8 g) in anhydrous dimethylformamide (65 ml) is added methyl iodide (4.8 ml) and the mixture stirred at room temperature for about 4 hours. The mixture is diluted with ethyl acetate and washed four times with water and once with saturated sodium chloride solution. The organic solution is dried over magnesium sulfate, filtered, and concentrated in vacuo. The crude product is purified by flash chromatography in 80% ethyl...